Dataset: the Open Reaction Database (ORD), a public repository of structured organic reaction records. Task: describe an organic reaction: reactants, conditions, products, and yield The reactants are ClC=1SC(=C(N1)C)S(=O)(=O)Cl (2-Chloro-4-methyl-thiazole-5-sulfonyl chloride), ClC=1SC(=C(N1)C)S(=O)(=O)Cl (2-Chloro-4-methyl-thiazole-5-sulfonyl chloride), NN1C(C=C(C=C1C(F)(F)F)C1=CC=C(C=C1)C(F)(F)F)=S (1-amino-6-trifluoromethyl-4-(4-trifluoromethyl-phenyl)-1H-pyridine-2-thione), CCO (EtOH), ClC=1SC(=C(N1)C)S(=O)(=O)Cl (2-Chloro-4-methyl-thiazole-5-sulfonyl chloride), ClC=1SC(=C(N1)C)S(=O)(=O)Cl (2-Chloro-4-methyl-thiazole-5-sulfonyl chloride), C(=O)(O)[O-].[Na+] (NaHCO3). Procedure: A solution of 1-amino-6-trifluoromethyl-4-(4-trifluoromethyl-phenyl)-1H-pyridine-2-thione (example C.22 step 6) (3.14 g, 9.28 mmol) and 2-chloro-3-oxo-propionic acid ethyl ester (example C.22 reagent 1) (4.19 g, 27.85 mmol) in EtOH (45 mL) was refluxed for 20 h, the added again 2-chloro-3-oxo-propionic acid ethyl ester (example C.22 reagent 1) (2.20 g, 14.61 mmol) and refluxing was continued for another 18 h. Poured into sat. NaHCO3-sol., extracted with EtOAc, washed the organic layer with brine... RXN SMILES: [NH2:1][N:2]1[C:7]([C:8]([F:11])([F:10])[F:9])=[CH:6][C:5]([C:12]2[CH:17]=[CH:16][C:15]([C:18]([F:21])([F:20])[F:19])=[CH:14][CH:13]=2)=[CH:4][C:3]1=S.ClC1S[C:26](S(Cl)(=O)=O)=[C:27]([CH3:29])N=1.C([O-])(O)=[O:35].[Na+].[CH3:39][CH2:40][OH:41]>>[CH2:40]([O:41][C:29]([C:27]1[CH:26]=[N:1][N:2]2[C:7]([C:8]([F:11])([F:10])[F:9])=[CH:6][C:5]([C:12]3[CH:17]=[CH:16][C:15]([C:18]([F:21])([F:20])[F:19])=[CH:14][CH:13]=3)=[CH:4][C:3]=12)=[O:35])[CH3:39] |f:2.3|. The yield is 62.0%. The product is C(C)OC(=O)C=1C=NN2C1C=C(C=C2C(F)(F)F)C2=CC=C(C=C2)C(F)(F)F (7-Trifluoromethyl-5-(4-trifluoromethyl-phenyl)-pyrazolo[1,5-a]pyridine-3-carboxylic acid ethyl ester). Run at time 18 hour. The reactants are ClC=1OC2=C(N1)C=C(C=C2)C(=O)OC (methyl 2-chloro-1,3-benzoxazole-5-carboxylate), O (water), FC=1C=C(C=CC1)C1CNCCC1CN(C(OC(C)(C)C)=O)[C@H](C)C1=CC=CC2=CC=CC=C12 (tert-butyl {[3-(3-fluorophenyl)piperidin-4-yl]methyl}[(1R)-1-(1-naphthyl)ethyl]carbamate), [H-].[Na+] (sodium hydride), ClC=1OC2=C(N1)C=C(C=C2)C(=O)OC (methyl 2-chloro-1,3-benzoxazole-5-carboxylate). The solvent is CS(=O)C (DMSO). Reaction conditions: time 10 minute. Product: C(C)(C)(C)OC(=O)N([C@H](C)C1=CC=CC2=CC=CC=C12)CC1C(CN(CC1)C=1OC2=C(N1)C=C(C=C2)C(=O)OC)C2=CC(=CC=C2)F (methyl 2-[4-({(tert-butoxycarbonyl)[(1R)-1-(1-naphthyl)ethyl]amino}methyl)-3-(3-fluorophenyl)piperidin-1-yl]-1,3-benzoxazole-5-carboxylate). Isolated yield 12.9%. Reaction SMILES: [F:1][C:2]1[CH:3]=[C:4]([CH:8]2[CH:13]([CH2:14][N:15]([C@@H:23]([C:25]3[C:34]4[C:29](=[CH:30][CH:31]=[CH:32][CH:33]=4)[CH:28]=[CH:27][CH:26]=3)[CH3:24])[C:16](=[O:22])[O:17][C:18]([CH3:21])([CH3:20])[CH3:19])[CH2:12][CH2:11][NH:10][CH2:9]2)[CH:5]=[CH:6][CH:7]=1.[H-].[Na+].Cl[C:38]1[O:39][C:40]2[CH:46]=[CH:45][C:44]([C:47]([O:49][CH3:50])=[O:48])=[CH:43][C:41]=2[N:42]=1.O>CS(C)=O>[C:18]([O:17][C:16]([N:15]([CH2:14][CH:13]1[CH2:12][CH2:11][N:10]([C:38]2[O:39][C:40]3[CH:46]=[CH:45][C:44]([C:47]([O:49][CH3:50])=[O:48])=[CH:43][C:41]=3[N:42]=2)[CH2:9][CH:8]1[C:4]1[CH:5]=[CH:6][CH:7]=[C:2]([F:1])[CH:3]=1)[C@@H:23]([C:25]1[C:34]2[C:29](=[CH:30][CH:31]=[CH:32][CH:33]=2)[CH:28]=[CH:27][CH:26]=1)[CH3:24])=[O:22])([CH3:19])([CH3:21])[CH3:20] |f:1.2|. Reported procedure: To a solution of 185 mg of tert-butyl {[3-(3-fluorophenyl)piperidin-4-yl]methyl}[(1R)-1-(1-naphthyl)ethyl]carbamate in 2.00 mL of DMSO was added 18 mg of sodium hydride (55% dispersion) at room temperature, followed by stirring for 10 minutes. 89 mg of methyl 2-chloro-1,3-benzoxazole-5-carboxylate was added thereto, followed by stirring at 100° C. overnight. 55 mg of methyl 2-chloro-1,3-benzoxazole-5-carboxylate was further added thereto, followed by stirring at 100° C. overnight. The reaction m...